The task is: describe an organic reaction: reactants, conditions, products, and yield. This data is from the Open Reaction Database (ORD), a public repository of structured organic reaction records. The reactants are N1(C=NC=C1)CC=1C=C(SC1)C=1CCC(NN1)=O (4.5-dihydro-6-[4-(imidazol-1-yl-methyl)-thien-2-yl]-3(2H)-pyridazinone), [OH-].[Na+] (sodium hydroxide), [Na] (sodium), [N+](=O)([O-])C=1C=C(C=CC1)S(=O)(=O)O (3-nitrobenzenesulfonic acid). Solvent: O (water), C(C)(=O)O (acetic acid). Yields the product N1(C=NC=C1)CC=1C=C(SC1)C=1C=CC(NN1)=O (6-[4-(Imidazol-1-yl-methyl)-thien-2-yl]-3(2H)-pyridazinone). RXN SMILES: [N:1]1([CH2:6][C:7]2[CH:8]=[C:9]([C:12]3[CH2:13][CH2:14][C:15](=[O:18])[NH:16][N:17]=3)[S:10][CH:11]=2)[CH:5]=[CH:4][N:3]=[CH:2]1.[Na].[N+](C1C=C(S(O)(=O)=O)C=CC=1)([O-])=O.[OH-].[Na+]>O.C(O)(=O)C>[N:1]1([CH2:6][C:7]2[CH:8]=[C:9]([C:12]3[CH:13]=[CH:14][C:15](=[O:18])[NH:16][N:17]=3)[S:10][CH:11]=2)[CH:5]=[CH:4][N:3]=[CH:2]1 |f:3.4,^1:18|. Reported procedure: Analoguous to Example 4, the reaction is carried out with 3 g of 4.5-dihydro-6-[4-(imidazol-1-yl-methyl)-thien-2-yl]-3(2H)-pyridazinone (prepared analoguous to Example 3, m.p. 178° to 179° C.), 2.9 g of the sodium salt of 3-nitrobenzenesulfonic acid and 2 g of sodium hydroxide in 40 ml of water. The reaction mixture is neutralized by the addition of 2.5 ml of acetic acid. The reactants are CN(C)C=O, CCOC(=O)c1cc(-n2c(=O)cc[nH]c2=O)ccc1Cl. Product: CCOC(=O)c1cc(-n2c(=O)ccn(C)c2=O)ccc1Cl. Reaction SMILES: [CH3:21][N:22]([CH3:23])[CH:24]=[O:25].[Cl:1][c:2]1[c:3]([C:4](=[O:5])[O:6][CH2:7][CH3:8])[cH:9][c:10](-[n:13]2[c:14](=[O:20])[nH:15][cH:16][cH:17][c:18]2=[O:19])[cH:11][cH:12]1>>[Cl:1][c:2]1[c:3]([C:4](=[O:5])[O:6][CH2:7][CH3:8])[cH:9][c:10](-[n:13]2[c:14](=[O:20])[n:15]([CH3:21])[cH:16][cH:17][c:18]2=[O:19])[cH:11][cH:12]1. Starting materials: CCCCCCN, Cn1c(C(=O)O)nc(-c2ccc(Cl)cc2)c1-c1ccc(Cl)cc1. Reaction SMILES: [CH2:1]([CH2:2][CH2:3][CH2:4][CH2:5][CH3:6])[NH2:7].[Cl:8][c:9]1[cH:10][cH:11][c:12](-[c:15]2[n:16][c:17]([C:28](=[O:29])[OH:30])[n:18]([CH3:27])[c:19]2-[c:20]2[cH:21][cH:22][c:23]([Cl:26])[cH:24][cH:25]2)[cH:13][cH:14]1>>[CH2:1]([CH2:2][CH2:3][CH2:4][CH2:5][CH3:6])[NH:7][C:28]([c:17]1[n:16][c:15](-[c:12]2[cH:11][cH:10][c:9]([Cl:8])[cH:14][cH:13]2)[c:19](-[c:20]2[cH:21][cH:22][c:23]([Cl:26])[cH:24][cH:25]2)[n:18]1[CH3:27])=[O:29]. Yields the product CCCCCCNC(=O)c1nc(-c2ccc(Cl)cc2)c(-c2ccc(Cl)cc2)n1C. Reactants: C(C1=CC=CC=C1)N1C(C2NCCC2C1=O)=O (5-benzyl-4,6-dioxo-octahydropyrrolo[3,4-b]pyrrole), [H-].[Al+3].[Li+].[H-].[H-].[H-] (lithium aluminum hydride). Solvent: O1CCCC1 (tetrahydrofuran). Yields the product C(C1=CC=CC=C1)N1CC2NCCC2C1 (5-Benzyl-octahydropyrrolo[3,4-b]pyrrole). Reaction SMILES: [CH2:1]([N:8]1[C:15](=O)[CH:14]2[CH:10]([NH:11][CH2:12][CH2:13]2)[C:9]1=O)[C:2]1[CH:7]=[CH:6][CH:5]=[CH:4][CH:3]=1.[H-].[Al+3].[Li+].[H-].[H-].[H-]>O1CCCC1>[CH2:1]([N:8]1[CH2:15][CH:14]2[CH:10]([NH:11][CH2:12][CH2:13]2)[CH2:9]1)[C:2]1[CH:3]=[CH:4][CH:5]=[CH:6][CH:7]=1 |f:1.2.3.4.5.6|. Procedure details: 57.7 g (0.25 tool) of crude. 5-benzyl-4,6-dioxo-octahydropyrrolo[3,4-b]pyrrole are reduced with 21.4 g (0.56 mol) of lithium aluminum hydride by boiling in 700 ml of absolute tetrahydrofuran for 10 hours in accordance with the working instructions of Example Ic. Working up by distillation gives 21.0 g (41.1% of theory) of an oil of boiling point 95° C./0.1 mbar. Starting materials: C(C1=CC=CC=C1)OC1=CC(=C(C=O)C=C1)C(C)C (4-benzyloxy-2-isopropylbenzaldehyde), P(=O)(O)(O)[O-].[K+] (potassium dihydrogenphosphate), CC(C)=CC (2-methyl-2-butene), Cl(=O)[O-].[Na+] (sodium chlorite), ice. Run in C(C)(C)(C)O (tert-butylalcohol), O (water). Yields the product C(C1=CC=CC=C1)OC1=CC(=C(C(=O)O)C=C1)C(C)C (4-benzyloxy-2-isopropylbenzoic acid). RXN SMILES: Cl([O-])=O.[Na+].[CH2:5]([O:12][C:13]1[CH:20]=[CH:19][C:16]([CH:17]=[O:18])=[C:15]([CH:21]([CH3:23])[CH3:22])[CH:14]=1)[C:6]1[CH:11]=[CH:10][CH:9]=[CH:8][CH:7]=1.P([O-])(O)(O)=[O:25].[K+].CC(=CC)C>C(O)(C)(C)C.O>[CH2:5]([O:12][C:13]1[CH:20]=[CH:19][C:16]([C:17]([OH:25])=[O:18])=[C:15]([CH:21]([CH3:23])[CH3:22])[CH:14]=1)[C:6]1[CH:7]=[CH:8][CH:9]=[CH:10][CH:11]=1 |f:0.1,3.4|. Reported procedure: A mixture of N-methylformanilide (9.92 g) and phosphoryl chloride (11.3 g) was stirred at room temperature for 30 minutes, and benzyloxy-3-isopropylbenzene (16.6 g) was added to the mixture. After being stirred at room temperature overnight, ice was added, and the mixture was extracted with ethyl acetate. The organic layer was washed with brine, and dried over anhydrous magnesium sulfate. The solvent was evaporated under reduced pressure to afford 4-benzyloxy-2-isopropylbenzaldehyde (19.4 g) as ...